From a dataset of the Open Reaction Database (ORD), a public repository of structured organic reaction records. describe an organic reaction: reactants, conditions, products, and yield Reaction SMILES: [Br:1][CH2:2][c:3]1[c:4]([Cl:10])[c:5]([Cl:9])[cH:6][cH:7][cH:8]1.[CH3:15][CH2:16][OH:17].[NH2:11][C:12]([NH2:13])=[S:14]>>[CH2:2]([c:3]1[c:4]([Cl:10])[c:5]([Cl:9])[cH:6][cH:7][cH:8]1)[S:14][C:12](=[NH:11])[NH2:13]. Yields the product N=C(N)SCc1cccc(Cl)c1Cl. Reactants: Clc1cccc(CBr)c1Cl, CCO, NC(N)=S. As a reaction SMILES: [C:1]([CH3:2])(=[O:3])[c:4]1[c:5]([OH:30])[c:6]([CH2:27][CH2:28][CH3:29])[c:7]([O:8][CH2:9][CH2:10][CH2:11][O:12][c:13]2[c:14]([Br:24])[cH:15][c:16]([C:17](=[O:18])[O:19][CH2:20][CH3:21])[cH:22][cH:23]2)[cH:25][cH:26]1.[CH3:33][CH2:34][OH:35].[Na+:32].[OH-:31]>>[C:1]([CH3:2])(=[O:3])[c:4]1[c:5]([OH:30])[c:6]([CH2:27][CH2:28][CH3:29])[c:7]([O:8][CH2:9][CH2:10][CH2:11][O:12][c:13]2[c:14]([Br:24])[cH:15][c:16]([C:17](=[O:18])[OH:19])[cH:22][cH:23]2)[cH:25][cH:26]1. Product: CCCc1c(OCCCOc2ccc(C(=O)O)cc2Br)ccc(C(C)=O)c1O. Reactants: CCCc1c(OCCCOc2ccc(C(=O)OCC)cc2Br)ccc(C(C)=O)c1O, CCO, [Na+], [OH-].